describe an organic reaction: reactants, conditions, products, and yield From a dataset of the Open Reaction Database (ORD), a public repository of structured organic reaction records. Starting materials: C(=O)(O)[C@@H](O)[C@H](O)C(=O)O.C(C)(C)N(C(C)C)CCC(C1=CC=CC=C1)C1=C(C=CC(=C1)C)O ((-)-N,N-Diisopropyl-3-(2-hydroxy-5-methylphenyl)-3-phenylpropylamine hydrogen D(-)-tartrate), C([C@@H](O)[C@H](O)C(=O)O)(=O)O (D(-)-tartaric acid). The product is C(=O)(O)C(O)C(O)C(=O)O.C(C)(C)N(C(C)C)CCC(C1=CC=CC=C1)C1=C(C=CC(=C1)C)O ((+)-N,N-Diisopropyl-3-(2-hydroxy-5-methylphenyl)-3-phenylpropylamine hydrogen tartrate). RXN SMILES: [C:1]([C@H:4]([C@@H:6]([C:8]([OH:10])=[O:9])[OH:7])[OH:5])([OH:3])=[O:2].[CH:11]([N:14]([CH2:18][CH2:19][CH:20]([C:27]1[CH:32]=[C:31]([CH3:33])[CH:30]=[CH:29][C:28]=1[OH:34])[C:21]1[CH:26]=[CH:25][CH:24]=[CH:23][CH:22]=1)[CH:15]([CH3:17])[CH3:16])([CH3:13])[CH3:12].C(O)(=O)[C@H]([C@@H](C(O)=O)O)O>>[C:1]([CH:4]([CH:6]([C:8]([OH:10])=[O:9])[OH:7])[OH:5])([OH:3])=[O:2].[CH:11]([N:14]([CH2:18][CH2:19][CH:20]([C:27]1[CH:32]=[C:31]([CH3:33])[CH:30]=[CH:29][C:28]=1[OH:34])[C:21]1[CH:22]=[CH:23][CH:24]=[CH:25][CH:26]=1)[CH:15]([CH3:17])[CH3:16])([CH3:12])[CH3:13] |f:0.1,3.4|. Procedure details: (-)-N,N-Diisopropyl-3-(2-hydroxy-5-methylphenyl)-3-phenylpropylamine hydrogen D(-)-tartrate was similarly prepared using D(-)-tartaric acid. Starting materials: NN1C(C2=CC=CC=C2C(=N1)C1=CC=CC=C1)=O (2-amino-4-phenyl-(2H)-1-phthalazinone), C(=O)(O)[O-].[Na+] (NaHCO3), C(C1=CC=CC=C1)(=O)Cl (benzoylchloride). Run in ClCCl (dichloromethane). Yields the product O=C1N(N=C(C2=CC=CC=C12)C1=CC=CC=C1)NC(C1=CC=CC=C1)=O (N-(1-oxo-4-phenyl-(2H)-phthalazin-2-yl)benzamide). As a reaction SMILES: [NH2:1][N:2]1[N:11]=[C:10]([C:12]2[CH:17]=[CH:16][CH:15]=[CH:14][CH:13]=2)[C:9]2[C:4](=[CH:5][CH:6]=[CH:7][CH:8]=2)[C:3]1=[O:18].C([O-])(O)=O.[Na+].[C:24](Cl)(=[O:31])[C:25]1[CH:30]=[CH:29][CH:28]=[CH:27][CH:26]=1>ClCCl>[O:18]=[C:3]1[C:4]2[C:9](=[CH:8][CH:7]=[CH:6][CH:5]=2)[C:10]([C:12]2[CH:13]=[CH:14][CH:15]=[CH:16][CH:17]=2)=[N:11][N:2]1[NH:1][C:24](=[O:31])[C:25]1[CH:30]=[CH:29][CH:28]=[CH:27][CH:26]=1 |f:1.2|. Reported procedure: The general procedures described in Example 14, parts A and B are followed. The obtained 2-amino-4-phenyl-(2H)-1-phthalazinone (0.01 mol) is stirred with aqueous NaHCO3 and benzoylchloride (0.01 mol) in dichloromethane at room temperature overnight. The organic phase is washed with water, dried over Na2SO4 and dichloromethane is evaporated. The product is recrystallized to yield the title compound, N-(1-oxo-4-phenyl-(2H)-phthalazin-2-yl)benzamide (R1=benzyl, Y1=NH—C(O), R2=phenyl, A=phenyl, m=0,... Starting materials: ice, C(C)OC(=O)[C@@H]1CN(C[C@H]1C(=O)OCC)C(=O)OC(C)(C)C ((3S*,4S*)-pyrrolidine-1,3,4-tricarboxylic acid 1-tert-butyl ester 3,4-diethyl ester), [Li+].[BH4-] (LiBH4). Solvent: C1CCOC1 (THF), C1CCOC1 (THF). Run at time 8 hour. Yields the product C(C)(C)(C)OC(=O)N1C[C@H]([C@@H](C1)CO)CO ((3S*,4S*)-3,4-Bis-hydroxymethyl-pyrrolidine-1-carboxylic acid tert-butyl ester). Reaction SMILES: C([O:3][C:4]([C@H:6]1[C@H:10]([C:11](OCC)=[O:12])[CH2:9][N:8]([C:16]([O:18][C:19]([CH3:22])([CH3:21])[CH3:20])=[O:17])[CH2:7]1)=O)C.[Li+].[BH4-]>C1COCC1>[C:19]([O:18][C:16]([N:8]1[CH2:7][C@@H:6]([CH2:4][OH:3])[C@H:10]([CH2:11][OH:12])[CH2:9]1)=[O:17])([CH3:22])([CH3:21])[CH3:20] |f:1.2|. Procedure: To a ice-cooled solution of (3S*,4S*)-pyrrolidine-1,3,4-tricarboxylic acid 1-tert-butyl ester 3,4-diethyl ester (36 g, 114.15 mmol) in THF (1 L), is added dropwise a solution of LiBH4 (228.3 mmol) in THF (250 mL). The reaction mixture is stirred overnight at room temperature and quenched with an aqueous solution of NaOH 2N (400 mL). Ether is added, the layers are separated and the aqueous one back extracted twice with ether. The combined organic extracts are dried over Na2SO4, filtered and conce... Reactants: BrCCOC1=C(C(=C(C(=C1OCCC(C)C1=CC=C(C=C1)F)OC)Cl)C)C(C)=O (1-{2-(2-Bromo-ethoxy)-5-chloro-3-[3-(4-fluoro-phenyl)-butoxy]-4-methoxy-6-methyl-phenyl}-ethanone), Cl.FC1(CNC1)F (3,3-difluoroazetidine hydrochloride). Product: ClC=1C(=C(C(=C(C1OC)OCCC(C)C1=CC=C(C=C1)F)OCCN1CC(C1)(F)F)C(C)=O)C (1-{3-Chloro-6-[2-(3,3-difluoro-azetidin-1-yl)-ethoxy]-5-[3-(4-fluoro-phenyl)-butoxy]-4-methoxy-2-methyl-phenyl}-ethanone). Isolated yield 37.0%. Reaction SMILES: Br[CH2:2][CH2:3][O:4][C:5]1[C:10]([O:11][CH2:12][CH2:13][CH:14]([C:16]2[CH:21]=[CH:20][C:19]([F:22])=[CH:18][CH:17]=2)[CH3:15])=[C:9]([O:23][CH3:24])[C:8]([Cl:25])=[C:7]([CH3:26])[C:6]=1[C:27](=[O:29])[CH3:28].Cl.[F:31][C:32]1([F:36])[CH2:35][NH:34][CH2:33]1>>[Cl:25][C:8]1[C:7]([CH3:26])=[C:6]([C:27](=[O:29])[CH3:28])[C:5]([O:4][CH2:3][CH2:2][N:34]2[CH2:35][C:32]([F:36])([F:31])[CH2:33]2)=[C:10]([O:11][CH2:12][CH2:13][CH:14]([C:16]2[CH:21]=[CH:20][C:19]([F:22])=[CH:18][CH:17]=2)[CH3:15])[C:9]=1[O:23][CH3:24] |f:1.2|. Reported procedure: Example 8a (102 mg, 0.21 mmol) was reacted with 3,3-difluoroazetidine hydrochloride (2.6 eq.) as described under General Procedure K and the crude mixture was purified by flash chromatography (silica gel, hexane/Et2O 60:40) to afford the title compound as a pale yellow oil (39 mg, 37%). 1H NMR (300 MHz, CDCl3) δ7.20-7.17 (m, 2H), 7.01-6.95 (m, 2H), 3.98-3.91 (m, 4H), 3.83 (s, 3H), 3.62 (t, J=12.0 Hz, 4H), 2.99 (m, 1H), 2.80 (t, J=5.6 Hz, 2H), 2.50 (s, 3H), 2.18 (s, 3H), 2.07-2.01 (m, 2H), 1.30 (...